From a dataset of the Open Reaction Database (ORD), a public repository of structured organic reaction records. describe an organic reaction: reactants, conditions, products, and yield Reactants: O (water), COC1=C2C=CC(=CC2=CC=C1)C#N (5-methoxy-2-naphthonitrile), [OH-].[K+] (KOH), Cl (HCl). The solvent is C(C)O (ethanol). Run at temperature 70 celsius. Product: COC1=C2C=CC(=CC2=CC=C1)C(=O)O (5-methoxy-2-naphthoic acid). Isolated yield 94.0%. As a reaction SMILES: [CH3:1][O:2][C:3]1[CH:12]=[CH:11][CH:10]=[C:9]2[C:4]=1[CH:5]=[CH:6][C:7]([C:13]#N)=[CH:8]2.[OH-:15].[K+].Cl.[OH2:18]>C(O)C>[CH3:1][O:2][C:3]1[CH:12]=[CH:11][CH:10]=[C:9]2[C:4]=1[CH:5]=[CH:6][C:7]([C:13]([OH:18])=[O:15])=[CH:8]2 |f:1.2|. Procedure: A solution of 5-methoxy-2-naphthonitrile (455 mg, 2.5 mmol) and KOH (460 mg, 8.2 mmol) in 95% ethanol (5 mL) is heated to reflux for 24 hours. The reaction mixture is allowed to cool, diluted with water then acidified to pH<2 with concentrated HCl. The resulting precipitate is collected by filtration, washed with water and dried by heating at 70° C. under vacuum to give 5-methoxy-2-naphthoic acid as a white solid (471 mg, 94%). HRMS (EI) calculated for C12H10O3: 202.0630, found 202.0627. The reactants are CO, Cl, O=C(Nc1ccc2[nH]cc(C3CCNCC3)c2c1)c1ccc(F)cc1, [K+], O=C1CCNCC1, [OH-], O, O. Product: O=C(Nc1ccc2[nH]cc(C3=CCNCC3)c2c1)c1ccc(F)cc1. Reaction SMILES: [CH3:38][OH:39].[ClH:4].[F:12][c:13]1[cH:14][cH:15][c:16]([C:17](=[O:18])[NH:19][c:20]2[cH:21][c:22]3[c:23]([CH:29]4[CH2:30][CH2:31][NH:32][CH2:33][CH2:34]4)[cH:24][nH:25][c:26]3[cH:27][cH:28]2)[cH:35][cH:36]1.[K+:2].[NH:5]1[CH2:6][CH2:7][C:8](=[O:9])[CH2:10][CH2:11]1.[OH-:1].[OH2:37].[OH2:3]>>[F:12][c:13]1[cH:14][cH:15][c:16]([C:17](=[O:18])[NH:19][c:20]2[cH:21][c:22]3[c:23]([C:29]4=[CH:30][CH2:31][NH:32][CH2:33][CH2:34]4)[cH:24][nH:25][c:26]3[cH:27][cH:28]2)[cH:35][cH:36]1. Reactants: FC1=C(C=C(C(=C1)C)C1=CC2=C(N=C(N=C2)SC)N=C1C)NC(OC(=C)C)=O (prop-1-en-2-yl (2-fluoro-4-methyl-5-(7-methyl-2-(methylthio)pyrido[2,3-d]pyrimidin-6-yl)phenyl)carbamate), Cl.FC(C(CCN)(C)C)(F)F (4,4,4-trifluoro-3,3-dimethylbutan-1-amine hydrochloride), CN1CCCC1 (1-methylpyrrolidine). The solvent is C1CCOC1 (THF), CCOC(=O)C (EtOAc). Run at temperature 65 celsius. Yields the product FC1=C(C=C(C(=C1)C)C1=CC2=C(N=C(N=C2)SC)N=C1C)NC(=O)NCCC(C(F)(F)F)(C)C (1-(2-Fluoro-4-methyl-5-(7-methyl-2-(methylthio)pyrido[2,3-d]pyrimidin-6-yl)phenyl)-3-(4,4,4-trifluoro-3,3-dimethylbutyl)urea). The yield is 75.1%. Reaction SMILES: CN1CCCC1.[F:7][C:8]1[CH:13]=[C:12]([CH3:14])[C:11]([C:15]2[C:26]([CH3:27])=[N:25][C:18]3[N:19]=[C:20]([S:23][CH3:24])[N:21]=[CH:22][C:17]=3[CH:16]=2)=[CH:10][C:9]=1[NH:28][C:29](=O)[O:30]C(C)=C.Cl.[F:36][C:37]([F:45])([F:44])[C:38]([CH3:43])([CH3:42])[CH2:39][CH2:40][NH2:41]>C1COCC1.CCOC(C)=O>[F:7][C:8]1[CH:13]=[C:12]([CH3:14])[C:11]([C:15]2[C:26]([CH3:27])=[N:25][C:18]3[N:19]=[C:20]([S:23][CH3:24])[N:21]=[CH:22][C:17]=3[CH:16]=2)=[CH:10][C:9]=1[NH:28][C:29]([NH:41][CH2:40][CH2:39][C:38]([CH3:43])([CH3:42])[C:37]([F:45])([F:44])[F:36])=[O:30] |f:2.3|. Procedure: Add 1-methylpyrrolidine (1.214 mL, 11.54 mmol) in a mixture of prop-1-en-2-yl (2-fluoro-4-methyl-5-(7-methyl-2-(methylthio)pyrido[2,3-d]pyrimidin-6-yl)phenyl)carbamate (0.92 g, 2.31 mmol) and 4,4,4-trifluoro-3,3-dimethylbutan-1-amine hydrochloride (0.487 g, 2.54 mmol) in THF (23 mL) and heat at 65° C. for 4 h. Cool the mixture to RT, dilute with EtOAc, wash with brine (2×), dry over MgSO4, concentrate to dryness and purify via silica gel chromatography (0-50% EtOAc/Hexanes) to afford the title c... Reactants: C(C)N(CC)CC(=O)C1=CC=2CC3=CC(=CC=C3C2C=C1)C(CN(CC)CC)=O (2,7-bis(diethylaminoacetyl)fluorene), N1(CCCCC1)CCCC(=O)C1=CC=2CC3=CC(=CC=C3C2C=C1)C(CCCN1CCCCC1)=O (2,7-bis(4-piperidinobutyryl) fluorene), CN(CCCCC(=O)C1=CC=2CC3=CC(=CC=C3C2C=C1)C(CCCCN(C)C)=O)C (2,7-bis(5-dimethylaminovaleryl)fluorene), C(C)N(CCCC(=O)C1=CC=2CC3=CC(=CC=C3C2C=C1)C(CCCN(CC)CC)=O)CC (2,7-bis(4-diethylaminobutyryl)fluorene). The product is C(C)N(CCCC(O)C1=CC=2CC3=CC(=CC=C3C2C=C1)C(O)CCCN(CC)CC)CC (α,α'-bis(3-diethylaminopropyl)-2,7-fluorenedimethanol), C(C)N(CC)CC(O)C1=CC=2CC3=CC(=CC=C3C2C=C1)C(O)CN(CC)CC (α,α'-bis(diethylaminomethyl) 2,7-fluorenedimethanol). As a reaction SMILES: CN(C)CCCCC(C1C=CC2C3C(=CC(C(=O)CCCCN(C)C)=CC=3)CC=2C=1)=O.[CH2:32]([N:34]([CH2:63][CH3:64])[CH2:35][CH2:36][CH2:37][C:38]([C:40]1[CH:52]=[CH:51][C:50]2[C:49]3[C:44](=[CH:45][C:46]([C:53](=[O:62])[CH2:54][CH2:55][CH2:56][N:57]([CH2:60][CH3:61])[CH2:58][CH3:59])=[CH:47][CH:48]=3)[CH2:43][C:42]=2[CH:41]=1)=[O:39])[CH3:33].[CH2:65]([N:67]([CH2:70][C:71]([C:73]1[CH:85]=[CH:84][C:83]2[C:82]3[C:77](=[CH:78][C:79]([C:86](=[O:93])[CH2:87][N:88]([CH2:91][CH3:92])[CH2:89][CH3:90])=[CH:80][CH:81]=3)[CH2:76][C:75]=2[CH:74]=1)=[O:72])[CH2:68][CH3:69])[CH3:66].N1(CCCC(C2C=CC3C4C(=CC(C(=O)CCCN5CCCCC5)=CC=4)CC=3C=2)=O)CCCCC1>>[CH2:60]([N:57]([CH2:58][CH3:59])[CH2:56][CH2:55][CH2:54][CH:53]([C:46]1[CH:47]=[CH:48][C:49]2[C:50]3[C:42](=[CH:41][C:40]([CH:38]([CH2:37][CH2:36][CH2:35][N:34]([CH2:32][CH3:33])[CH2:63][CH3:64])[OH:39])=[CH:52][CH:51]=3)[CH2:43][C:44]=2[CH:45]=1)[OH:62])[CH3:61].[CH2:91]([N:88]([CH2:87][CH:86]([C:79]1[CH:80]=[CH:81][C:82]2[C:83]3[C:75](=[CH:74][C:73]([CH:71]([CH2:70][N:67]([CH2:65][CH3:66])[CH2:68][CH3:69])[OH:72])=[CH:85][CH:84]=3)[CH2:76][C:77]=2[CH:78]=1)[OH:93])[CH2:89][CH3:90])[CH3:92]. Procedure details: Following essentially the same procedure but substituting the appropriate molar equivalent amounts of 2,7-bis(5-dimethylaminovaleryl)fluorene, 2,7-bis(4-diethylaminobutyryl)fluorene and 2,7-bis(diethylaminoacetyl)fluorene for the 2,7-bis(4-piperidinobutyryl) fluorene used as a starting material above, results in the formation of α,α'-bis(4-dimethylaminobutyl)-2,7-fluroenedimethanol, α,α'-bis(3-diethylaminopropyl)-2,7-fluorenedimethanol and α,α'-bis(diethylaminomethyl) 2,7-fluorenedimethanol, res... Starting materials: C1(=CC=CC=C1)CCC1CCN(CC1)C(=O)OCC (ethyl 4-(2-phenylethyl)piperidine-1-carboxylate), O (water). Solvent: Br (hydrobromic acid). Run at temperature 100 celsius. Yields the product C1(=CC=CC=C1)CCC1CCNCC1 (4-(2-phenylethyl)piperidine). The yield is 82.8%. Reaction SMILES: [C:1]1([CH2:7][CH2:8][CH:9]2[CH2:14][CH2:13][N:12](C(OCC)=O)[CH2:11][CH2:10]2)[CH:6]=[CH:5][CH:4]=[CH:3][CH:2]=1.O>Br>[C:1]1([CH2:7][CH2:8][CH:9]2[CH2:10][CH2:11][NH:12][CH2:13][CH2:14]2)[CH:6]=[CH:5][CH:4]=[CH:3][CH:2]=1. Reported procedure: A mixture of 0.70 g of ethyl 4-(2-phenylethyl)piperidine-1-carboxylate in 6 ml of 47% hydrobromic acid was heated under reflux at 100° C. for 6 hours. A small amount of water was added for dissolution of the resultant crystals, the solution was washed with ether, and the aqueous layer was made alkaline with 20% sodium hydroxide. After salting out with sodium chloride, the aqueous layer was extracted with ether. The organic layer was washed with saturated aqueous solution of sodium chloride, drie... Starting materials: C(C(CO)(CO)N)O.Cl (Tris-HCl), C(C(CO)(CO)N)O (Tris), SCCO (2-mercaptoethanol), ( 1.8 ), C(C(CO)(CO)N)O (Tris base), [Cl-].[K+] (KCl), ( 20 ), N1C=NC=C1 (imidazole), ( 0.14 ), SCCO (2-mercaptoethanol), ( 20 ), ( 2.2 ), [Cl-].[K+] (KCl), N1C=NC=C1 (imidazole). Run in O (water), OCC(O)CO (glycerol), OCC(O)CO (glycerol). Product: N[C@@H](CC1=CNC=N1)C(=O)O (Histidine). Reaction SMILES: C(O)[C:2]([NH2:7])([CH2:5][OH:6])[CH2:3]O.[Cl-].[K+].[NH:11]1[CH:15]=[CH:14][N:13]=[CH:12]1.SCC[OH:19].C(O)C(N)(CO)CO.Cl>O.OCC(CO)O>[NH2:7][C@H:2]([C:5]([OH:19])=[O:6])[CH2:3][C:14]1[N:13]=[CH:12][NH:11][CH:15]=1 |f:1.2,5.6|. Procedure: Buffer C: 20 mM Tris-HCL (pH˜8.5), 100 mM KCl, 100 mM imidazole, 10 mM 2-mercaptoethanol, 10% (v/v) glycerol at 4° C., for example, 1 L (or 200 mL): 9 (1.8) mL 1 M Tris-HCl, 11 (2.2) mL 1 M Tris base, 50 (10 mL 2 M KCl, 100 (20) mL 1 M imidazole, 0.70 (0.14) mL 14.3 M 2-mercaptoethanol (add just before using), 100 (20) mL 100% glycerol (molecular biology grade), 729.30 (145.86) mL water. Starting materials: C1CCOC1, COC(=O)c1ccc(-c2ccccc2C)c([N+](=O)[O-])c1, [Li+], [OH-], O. The product is Cc1ccccc1-c1ccc(C(=O)O)cc1[N+](=O)[O-]. As a reaction SMILES: [CH2:23]1[O:24][CH2:25][CH2:26][CH2:27]1.[CH3:1][c:2]1[c:3](-[c:8]2[c:9]([N+:18](=[O:19])[O-:20])[cH:10][c:11]([C:14](=[O:15])[O:16][CH3:17])[cH:12][cH:13]2)[cH:4][cH:5][cH:6][cH:7]1.[Li+:21].[OH-:22].[OH2:28]>>[CH3:1][c:2]1[c:3](-[c:8]2[c:9]([N+:18](=[O:19])[O-:20])[cH:10][c:11]([C:14](=[O:15])[OH:16])[cH:12][cH:13]2)[cH:4][cH:5][cH:6][cH:7]1.